From a dataset of the Open Reaction Database (ORD), a public repository of structured organic reaction records. describe an organic reaction: reactants, conditions, products, and yield Starting materials: [C]=O (carbon monoxide), O1CCOCC1 (dioxane), C(C(C)C)C1=CC=C(C=C1)C(C)O (α-(4-isobutylphenyl)ethyl alcohol), II (iodine). Reagents/catalysts: [Cr].[Co] (Hastelloy C), [Rh](I)(I)I (rhodium iodide). Yields the product C(C(C)C)C1=CC=C(C=C1)C(C(=O)O)C (α-(4-isobutylphenyl)propionic acid). Reaction SMILES: [C]=[O:2].[CH2:3]([C:7]1[CH:12]=[CH:11][C:10]([CH:13](O)[CH3:14])=[CH:9][CH:8]=1)[CH:4]([CH3:6])[CH3:5].II.[O:18]1[CH2:23]COCC1>[Cr].[Co].[Rh](I)(I)I>[CH2:3]([C:7]1[CH:12]=[CH:11][C:10]([CH:13]([CH3:14])[C:23]([OH:18])=[O:2])=[CH:9][CH:8]=1)[CH:4]([CH3:6])[CH3:5] |f:4.5,^3:0|. Reported procedure: A 300-ml autoclave made of Hastelloy C was charged with 1.5 g (3.10 mmol) of rhodium iodide and 100 ml of dioxane, as a solvent, to cause a reaction to occur therein under a hydrogen pressure of 10 kg/cm2 and a carbon monoxide pressure of 30 kg/cm2 at 150° C. with stirring. After cooling the reaction mixture and relieving the pressure, 8.9 g (50.0 mmol) of α-(4-isobutylphenyl)ethyl alcohol and 0.40 g (3.15 mmol) of iodine were further added thereto and then the procedure of Example 1 was repeate...